Dataset: the Open Reaction Database (ORD), a public repository of structured organic reaction records. Task: describe an organic reaction: reactants, conditions, products, and yield Reactants: C1CCNCC1, CN1CCCC1=O, O=C(NCc1c(-c2ncco2)n(-c2ccccc2)c2cc(Cl)ccc2c1=O)c1ccc(Cl)nc1. The product is O=C(NCc1c(-c2ncco2)n(-c2ccccc2)c2cc(Cl)ccc2c1=O)c1ccc(N2CCCCC2)nc1. Reaction SMILES: [CH2:35]1[CH2:36][CH2:37][NH:38][CH2:39][CH2:40]1.[CH3:41][N:42]1[CH2:43][CH2:44][CH2:45][C:46]1=[O:47].[Cl:1][c:2]1[n:3][cH:4][c:5]([C:6](=[O:7])[NH:8][CH2:9][c:10]2[c:11](-[c:28]3[o:29][cH:30][cH:31][n:32]3)[n:12](-[c:22]3[cH:23][cH:24][cH:25][cH:26][cH:27]3)[c:13]3[cH:14][c:15]([Cl:21])[cH:16][cH:17][c:18]3[c:19]2=[O:20])[cH:33][cH:34]1>>[c:2]1([N:38]2[CH2:37][CH2:36][CH2:35][CH2:40][CH2:39]2)[n:3][cH:4][c:5]([C:6](=[O:7])[NH:8][CH2:9][c:10]2[c:11](-[c:28]3[o:29][cH:30][cH:31][n:32]3)[n:12](-[c:22]3[cH:23][cH:24][cH:25][cH:26][cH:27]3)[c:13]3[cH:14][c:15]([Cl:21])[cH:16][cH:17][c:18]3[c:19]2=[O:20])[cH:33][cH:34]1. The reactants are C1(=CC=CC=C1)B(O)O (phenylboronic acid), CCOC(=O)C.CCCCCC (EtOAc hexane), C(C1=CC=CC=C1)(=O)N1CCC=2NC=3C=CC(=CC3C2CC1)Br (3-benzoyl-9-bromo-1,2,3,4,5,6-hexahydroazepino[4,5-b]indole). Reagents/catalysts: C=1C=CC(=CC1)[P](C=2C=CC=CC2)(C=3C=CC=CC3)[Pd]([P](C=4C=CC=CC4)(C=5C=CC=CC5)C=6C=CC=CC6)([P](C=7C=CC=CC7)(C=8C=CC=CC8)C=9C=CC=CC9)[P](C=1C=CC=CC1)(C=1C=CC=CC1)C=1C=CC=CC1 (tetrakis(triphenylphosphine)palladium). Solvent: C(OC)COC (dimethoxyethane), C([O-])([O-])=O.[Na+].[Na+] (sodium carbonate), C(OC)COC (dimethoxyethane). Yields the product C(C1=CC=CC=C1)(=O)N1CCC=2NC=3C=CC(=CC3C2CC1)C1=CC=CC=C1 (3-benzoyl-9-phenyl-1,2,3,4,5,6-hexahydroazepino[4,5-b]indole). Isolated yield 55.7%. As a reaction SMILES: [C:1]([N:9]1[CH2:22][CH2:21][C:20]2[C:19]3[CH:18]=[C:17](Br)[CH:16]=[CH:15][C:14]=3[NH:13][C:12]=2[CH2:11][CH2:10]1)(=[O:8])[C:2]1[CH:7]=[CH:6][CH:5]=[CH:4][CH:3]=1.[C:24]1(B(O)O)[CH:29]=[CH:28][CH:27]=[CH:26][CH:25]=1.CCOC(C)=O.CCCCCC>C(COC)OC.C(=O)([O-])[O-].[Na+].[Na+].C1C=CC([P]([Pd]([P](C2C=CC=CC=2)(C2C=CC=CC=2)C2C=CC=CC=2)([P](C2C=CC=CC=2)(C2C=CC=CC=2)C2C=CC=CC=2)[P](C2C=CC=CC=2)(C2C=CC=CC=2)C2C=CC=CC=2)(C2C=CC=CC=2)C2C=CC=CC=2)=CC=1>[C:1]([N:9]1[CH2:22][CH2:21][C:20]2[C:19]3[CH:18]=[C:17]([C:24]4[CH:29]=[CH:28][CH:27]=[CH:26][CH:25]=4)[CH:16]=[CH:15][C:14]=3[NH:13][C:12]=2[CH2:11][CH2:10]1)(=[O:8])[C:2]1[CH:7]=[CH:6][CH:5]=[CH:4][CH:3]=1 |f:2.3,5.6.7,^1:60,62,81,100|. Reported procedure: A mixture of 3-benzoyl-9-bromo-1,2,3,4,5,6-hexahydroazepino[4,5-b]indole (1.477 g, 4.00 mmol) and tetrakis(triphenylphosphine)palladium (0.462 g, 0.40 mmol) in dimethoxyethane (15.0 mL) and a solution of phenylboronic acid (0.585 g, 4.80 mmol) in dimethoxyethane (5.0 mL) and sodium carbonate (2 M, 12.0 mL) were reacted in a manner similar to Preparation 1. Column chromatography (silica gel, 60% EtOAc/hexane) afforded 0.817 g (56%) of the title compound as a solid: mp 78-79° C.; 1H NMR (300 MHz, ... Run in CN(C)C=O (DMF). Reaction SMILES: Br[CH2:2][CH2:3][O:4][C:5]([O:20][CH2:21][CH2:22]Br)([C:12]([C:14]1[CH:19]=[CH:18][CH:17]=[CH:16][CH:15]=1)=[O:13])[C:6]1[CH:11]=[CH:10][CH:9]=[CH:8][CH:7]=1.[C:24]1(=[O:34])[NH:28][C:27](=[O:29])[C:26]2=[CH:30][CH:31]=[CH:32][CH:33]=[C:25]12.[K]>CN(C=O)C>[C:24]1(=[O:34])[N:28]([CH2:2][CH2:3][O:4][C:5]([O:20][CH2:21][CH2:22][N:28]2[C:27](=[O:29])[C:26]3=[CH:30][CH:31]=[CH:32][CH:33]=[C:25]3[C:24]2=[O:34])([C:12]([C:14]2[CH:19]=[CH:18][CH:17]=[CH:16][CH:15]=2)=[O:13])[C:6]2[CH:11]=[CH:10][CH:9]=[CH:8][CH:7]=2)[C:27](=[O:29])[C:26]2=[CH:30][CH:31]=[CH:32][CH:33]=[C:25]12 |f:1.2,^1:34|. Isolated yield 96.4%. Reported procedure: Benzil-di(β-bromoethyl)ketal (8.84 g) and 7.4 g of potassium phthalimide were dissolved in 50 ml of DMF, and reacted at 50° to 60° C. for 6 hours. When the reaction mixture was poured into 100 ml of ice water, white crystals formed. The crystals were collected by filtration, well washed with water, and dried to give 11 g of benzil-di(β-phthalimidoethyl)ketal in a yield of 96%. Recrystallization from a mixture of ethanol and chloroform afforded crystals having a melting point of 132° to 134° C. T... Yields the product C1(C=2C(C(N1CCOC(C1=CC=CC=C1)(C(=O)C1=CC=CC=C1)OCCN1C(C=3C(C1=O)=CC=CC3)=O)=O)=CC=CC2)=O (benzil-di(β-phthalimidoethyl)ketal). The reactants are BrCCOC(C1=CC=CC=C1)(C(=O)C1=CC=CC=C1)OCCBr (Benzil-di(β-bromoethyl)ketal), C1(C=2C(C(N1)=O)=CC=CC2)=O.[K] (potassium phthalimide), ice water. Reactants: 1E, BrC1=C2C(C(N(C2=CC=C1)CCCCC)=O)C1=CC2=C(OCO2)C=C1O (4-bromo-3-(6-hydroxy-1,3-benzodioxol-5-yl)-1-pentyl-1,3-dihydro-2H-indol-2-one), BrC1=C2C(C(N(C2=CC=C1)CC(=O)OCC)=O)C=1C(=CC2=C(CCO2)C1)O (ethyl [4-bromo-3-(6-hydroxy-2,3-dihydro-1-benzofuran-5-yl)-2-oxo-2,3-dihydro-1H-indol-1-yl]acetate). Product: BrC1=C2C(C(N(C2=CC=C1)CC(=O)OCC)=O)(CO)C=1C(=CC2=C(CCO2)C1)O (ethyl [4-bromo-3-(6-hydroxy-2,3-dihydro-1-benzofuran-5-yl)-3-(hydroxymethyl)-2-oxo-2,3-dihydro-1H-indol-1-yl]acetate). As a reaction SMILES: BrC1C=CC=C2C=1C(C1C(O)=CC3OCOC=3C=1)[C:5](=[O:16])N2CCCCC.[Br:27][C:28]1[CH:36]=[CH:35][CH:34]=[C:33]2[C:29]=1[CH:30]([C:44]1[C:45]([OH:53])=[CH:46][C:47]3[O:51][CH2:50][CH2:49][C:48]=3[CH:52]=1)[C:31](=[O:43])[N:32]2[CH2:37][C:38]([O:40][CH2:41][CH3:42])=[O:39]>>[Br:27][C:28]1[CH:36]=[CH:35][CH:34]=[C:33]2[C:29]=1[C:30]([C:44]1[C:45]([OH:53])=[CH:46][C:47]3[O:51][CH2:50][CH2:49][C:48]=3[CH:52]=1)([CH2:5][OH:16])[C:31](=[O:43])[N:32]2[CH2:37][C:38]([O:40][CH2:41][CH3:42])=[O:39]. Procedure: Following the procedure as described in PREPARATION 1E, and making non-critical variations to replace 4-bromo-3-(6-hydroxy-1,3-benzodioxol-5-yl)-1-pentyl-1,3-dihydro-2H-indol-2-one with ethyl [4-bromo-3-(6-hydroxy-2,3-dihydro-1-benzofuran-5-yl)-2-oxo-2,3-dihydro-1H-indol-1-yl]acetate, the title compound was obtained (99%): MS (ES+) m/z 463.2 (M+1).